Dataset: the Open Reaction Database (ORD), a public repository of structured organic reaction records. Task: describe an organic reaction: reactants, conditions, products, and yield Starting materials: CN1N=NC(=C1COC1=NC=C(C(=O)O)C=C1)C1=NC=CC=C1 (6-(3-methyl-5-pyridin-2-yl-3H-[1,2,3]triazol-4-ylmethoxy)-nicotinic acid), NN1CCOCC1 (N-aminomorpholine). Product: CN1N=NC(=C1COC1=NC=C(C(=O)NN2CCOCC2)C=C1)C1=NC=CC=C1 (6-(3-Methyl-5-pyridin-2-yl-3H-[1,2,3]triazol-4-ylmethoxy)-N-morpholin-4-yl-nicotinamide). Isolated yield 78.0%. RXN SMILES: [CH3:1][N:2]1[C:6]([CH2:7][O:8][C:9]2[CH:17]=[CH:16][C:12]([C:13]([OH:15])=O)=[CH:11][N:10]=2)=[C:5]([C:18]2[CH:23]=[CH:22][CH:21]=[CH:20][N:19]=2)[N:4]=[N:3]1.[NH2:24][N:25]1[CH2:30][CH2:29][O:28][CH2:27][CH2:26]1>>[CH3:1][N:2]1[C:6]([CH2:7][O:8][C:9]2[CH:17]=[CH:16][C:12]([C:13]([NH:24][N:25]3[CH2:30][CH2:29][O:28][CH2:27][CH2:26]3)=[O:15])=[CH:11][N:10]=2)=[C:5]([C:18]2[CH:23]=[CH:22][CH:21]=[CH:20][N:19]=2)[N:4]=[N:3]1. Reported procedure: As described for example 26b, 6-(3-methyl-5-pyridin-2-yl-3H-[1,2,3]triazol-4-ylmethoxy)-nicotinic acid (75 mg, 0.24 mmol) was converted, using N-aminomorpholine instead of 4-aminotetrahydropyran, to the title compound (74 mg, 78%) which was obtained as a white solid. MS: m/e=396.3 [M+H]+.